This data is from the Open Reaction Database (ORD), a public repository of structured organic reaction records. The task is: describe an organic reaction: reactants, conditions, products, and yield Starting materials: BrC=1C=C2C(=NNC2=CC1)C (5-bromo-3-methyl-1H-indazole), C(=O)([O-])[O-].[Cs+].[Cs+] (Cs2CO3), Cl.ClCCN1CCCC1 (1-(2-chloroethyl)pyrrolidine hydrochloride). Solvent: CS(=O)C (DMSO), O (water). Reaction conditions: time 16 hour. Product: BrC=1C=C2C(=NN(C2=CC1)CCN1CCCC1)C (5-Bromo-3-methyl-1-(2-(pyrrolidin-1-yl)ethyl)-1H-indazole). Isolated yield 10.9%. As a reaction SMILES: [Br:1][C:2]1[CH:3]=[C:4]2[C:8](=[CH:9][CH:10]=1)[NH:7][N:6]=[C:5]2[CH3:11].C([O-])([O-])=O.[Cs+].[Cs+].Cl.Cl[CH2:20][CH2:21][N:22]1[CH2:26][CH2:25][CH2:24][CH2:23]1>CS(C)=O.O>[Br:1][C:2]1[CH:3]=[C:4]2[C:8](=[CH:9][CH:10]=1)[N:7]([CH2:20][CH2:21][N:22]1[CH2:26][CH2:25][CH2:24][CH2:23]1)[N:6]=[C:5]2[CH3:11] |f:1.2.3,4.5|. Procedure details: A solution of 5-bromo-3-methyl-1H-indazole (4.23 g, 20.0 mmol) in DMSO (150 mL) was treated with Cs2CO3 (19.55 g, 60.00 mmol) and 1-(2-chloroethyl)pyrrolidine hydrochloride (5.27 g, 31.0 mmol). After stirring for 16 hours at room temperature, the mixture was diluted with water (300 mL) and extracted with EtOAc (3×200 mL). The combined organics were washed with water (200 mL) and brine (200 mL), dried over Na2SO4, filtered and concentrated to dryness. Purification by flash column chromatography (...